Dataset: the Open Reaction Database (ORD), a public repository of structured organic reaction records. Task: describe an organic reaction: reactants, conditions, products, and yield Starting materials: CN=C=O, ClCCl, Cc1ccc(Cl)c(-c2ccc(CN3CCNC(c4ccccc4)C3)cc2)c1. Yields the product CNC(=O)N1CCN(Cc2ccc(-c3cc(C)ccc3Cl)cc2)CC1c1ccccc1. As a reaction SMILES: [CH3:28][N:29]=[C:30]=[O:31].[Cl:32][CH2:33][Cl:34].[c:1]1([CH:7]2[CH2:8][N:9]([CH2:13][c:14]3[cH:15][cH:16][c:17](-[c:20]4[c:21]([Cl:27])[cH:22][cH:23][c:24]([CH3:26])[cH:25]4)[cH:18][cH:19]3)[CH2:10][CH2:11][NH:12]2)[cH:2][cH:3][cH:4][cH:5][cH:6]1>>[c:1]1([CH:7]2[CH2:8][N:9]([CH2:13][c:14]3[cH:15][cH:16][c:17](-[c:20]4[c:21]([Cl:27])[cH:22][cH:23][c:24]([CH3:26])[cH:25]4)[cH:18][cH:19]3)[CH2:10][CH2:11][N:12]2[C:30]([NH:29][CH3:28])=[O:31])[cH:2][cH:3][cH:4][cH:5][cH:6]1. Reactants: BrC1=CC=C(C=O)C=C1 (4-bromobenzaldehyde), o-triethyl formate, CO (methanol), C([O-])(O)=O (bicarbonate). Solvent: S(=O)(Cl)Cl (thionyl chloride), S(=O)(Cl)Cl (thionyl chloride). The product is COC(C1=CC=C(C=C1)Br)OC (4-bromobenzaldehyde dimethyl ketal). Reaction SMILES: [Br:1][C:2]1[CH:9]=[CH:8][C:5]([CH:6]=[O:7])=[CH:4][CH:3]=1.[C:10](=[O:13])(O)[O-].[CH3:14]O>S(Cl)(Cl)=O>[CH3:14][O:7][CH:6]([O:13][CH3:10])[C:5]1[CH:8]=[CH:9][C:2]([Br:1])=[CH:3][CH:4]=1. Procedure: 50 g of 4-bromobenzaldehyde and 30 ml of o-triethyl formate are agitated for 5 hours at room temperature in 60 ml of methanol and 0.8 ml of thionyl chloride. After that, another 0.2 ml of thionyl chloride are added. The batch is poured into aqueous bicarbonate solution after 30 minutes and extracted with chloroform, washed with aqueous bicarbonate solution and water, dried above sodium sulfate, and concentrated by evaporation under reduced pressure. 68 g of 4-bromobenzaldehyde dimethyl ketal are... The reactants are COC(CC1CCN2C1=C(C=1C(=CC(=CC21)S(=O)(=O)C)C(C)C)SC2=CC=C(C=C2)Cl)=O (Methyl[9-[(4-chlorophenyl)thio]-8-isopropyl-6-(methylsulfonyl)-2,3-dihydro-1H-pyrrolo[1,2-a]indol-1-yl]acetate), [Li+].[OH-] (LiOH), CC(=O)O (AcOH). The solvent is C1CCOC1.CO (THF MeOH). Reaction conditions: time 2 hour. Yields the product ClC1=CC=C(C=C1)SC1=C2N(C=3C=C(C=C(C13)C(C)C)S(=O)(=O)C)CCC2CC(=O)O ([9-[(4-chlorophenyl)thio]-8-isopropyl-6-(methylsulfonyl)-2,3-dihydro-1H-pyrrolo[1,2-a]indol-1-yl]acetic acid). Isolated yield 73.5%. As a reaction SMILES: C[O:2][C:3](=[O:32])[CH2:4][CH:5]1[C:9]2=[C:10]([S:24][C:25]3[CH:30]=[CH:29][C:28]([Cl:31])=[CH:27][CH:26]=3)[C:11]3[C:12]([CH:21]([CH3:23])[CH3:22])=[CH:13][C:14]([S:17]([CH3:20])(=[O:19])=[O:18])=[CH:15][C:16]=3[N:8]2[CH2:7][CH2:6]1.[Li+].[OH-].CC(O)=O>C1COCC1.CO>[Cl:31][C:28]1[CH:29]=[CH:30][C:25]([S:24][C:10]2[C:11]3[C:12]([CH:21]([CH3:23])[CH3:22])=[CH:13][C:14]([S:17]([CH3:20])(=[O:19])=[O:18])=[CH:15][C:16]=3[N:8]3[CH2:7][CH2:6][CH:5]([CH2:4][C:3]([OH:32])=[O:2])[C:9]=23)=[CH:26][CH:27]=1 |f:1.2,4.5|. Procedure details: To a solution of the ester of Step 4 (140 mg) in THF/MeOH (3/1) mixture at r.t. was added 1 M LiOH (aqueous solution). The reaction mixture was stirred at r.t. for 2 hours and AcOH was added and the solvent was evaporated. The residue was taken up in EtOAc/H2O and the organic phase was washed with brine, dried (MgSO4), filtered and evaporated. The residue was purified by silica gel chromatography eluting with 1% AcOH in EtOAc to give 100 mg of the title compound. Starting materials: C(C(=O)Cl)(=O)Cl (oxalyl chloride), OC=1C(=C(OCC2=CC=C(C=C2)C(C=2C=C(C(=O)O)C=CC2)OC2OCCCC2)C=CC1C(CC)=O)C (3-[[4-(3-hydroxy-2-methyl-4-propionyl-phenoxymethyl)-phenyl]-(tetrahydro-pyran-2-yloxy)-methyl]-benzoic acid), [N+](=[N-])=C (diazomethane). The reagents and catalysts are CN(C=O)C (dimethylformamide). Run in O1CCCC1 (tetrahydrofuran). Run at time 2 hour. The product is ClCC(=O)C=1C=C(C=CC1)C(C1=CC=C(COC2=C(C(=C(C=C2)C(CC)=O)O)C)C=C1)OC1OCCCC1 (1-(4-{4-[[3-(2-chloro-acetyl)-phenyl]-(tetrahydro-pyran-2-yloxy)-methyl]-benzyloxy}-2-hydroxy-3-methyl-phenyl)-propan-1-one). Yield: 83.8%. Reaction SMILES: [C:1]([Cl:6])(=O)[C:2](Cl)=[O:3].[OH:7][C:8]1[C:9]([CH3:43])=[C:10]([CH:36]=[CH:37][C:38]=1[C:39](=[O:42])[CH2:40][CH3:41])[O:11][CH2:12][C:13]1[CH:18]=[CH:17][C:16]([CH:19]([O:29][CH:30]2[CH2:35][CH2:34][CH2:33][CH2:32][O:31]2)[C:20]2[CH:21]=[C:22]([CH:26]=[CH:27][CH:28]=2)C(O)=O)=[CH:15][CH:14]=1.[N+](=C)=[N-]>O1CCCC1.CN(C)C=O>[Cl:6][CH2:1][C:2]([C:22]1[CH:21]=[C:20]([CH:19]([O:29][CH:30]2[CH2:35][CH2:34][CH2:33][CH2:32][O:31]2)[C:16]2[CH:15]=[CH:14][C:13]([CH2:12][O:11][C:10]3[CH:36]=[CH:37][C:38]([C:39](=[O:42])[CH2:40][CH3:41])=[C:8]([OH:7])[C:9]=3[CH3:43])=[CH:18][CH:17]=2)[CH:28]=[CH:27][CH:26]=1)=[O:3]. Procedure details: Add oxalyl chloride (0.660 mg, 5.20 mmol) to a solution of 3-[[4-(3-hydroxy-2-methyl-4-propionyl-phenoxymethyl)-phenyl]-(tetrahydro-pyran-2-yloxy)-methyl]-benzoic acid (2.50 g, 5.00 mmol) in tetrahydrofuran (0.20M). Add dimethylformamide (5 drops). Add ethereal solution of diazomethane (15.0 mmol) and stir for 2 hours. Add hydrochloric acid (4N in dioxane) to quench unreacted diazomethane and evaporate solvents to afford the title compound (2.25 g, 4.19 mmol, 85%): MS (m/z): 536 (M−H). Solvent: C1=CC=CC=C1 (benzene). Product: C(CC)C1=CC=C(N1CC1=CC=C(C=C1)C1=C(C=CC=C1)C1=NN=NN1C(C1=CC=CC=C1)(C1=CC=CC=C1)C1=CC=CC=C1)C(=O)OCC (Ethyl 5-n-propyl-1-[2'-(1-triphenylmethyl-tetrazol-5-yl)biphenyl-4-yl-methyl]pyrrole-2-carboxylate). The yield is 100.4%. RXN SMILES: [CH:1]([C:4]1[N:8]([CH2:9][C:10]2[CH:15]=[CH:14][C:13]([C:16]3[CH:21]=[CH:20][CH:19]=[CH:18][C:17]=3[C:22]3[N:26]([C:27]([C:40]4[CH:45]=[CH:44][CH:43]=[CH:42][CH:41]=4)([C:34]4[CH:39]=[CH:38][CH:37]=[CH:36][CH:35]=4)[C:28]4[CH:33]=[CH:32][CH:31]=[CH:30][CH:29]=4)[N:25]=[N:24][N:23]=3)=[CH:12][CH:11]=2)[C:7]([C:46]([O:48][CH2:49][CH3:50])=[O:47])=[CH:6][CH:5]=1)=[CH:2][CH3:3]>C1C=CC=CC=1.[Pd]>[CH2:1]([C:4]1[N:8]([CH2:9][C:10]2[CH:11]=[CH:12][C:13]([C:16]3[CH:21]=[CH:20][CH:19]=[CH:18][C:17]=3[C:22]3[N:26]([C:27]([C:28]4[CH:33]=[CH:32][CH:31]=[CH:30][CH:29]=4)([C:40]4[CH:41]=[CH:42][CH:43]=[CH:44][CH:45]=4)[C:34]4[CH:39]=[CH:38][CH:37]=[CH:36][CH:35]=4)[N:25]=[N:24][N:23]=3)=[CH:14][CH:15]=2)[C:7]([C:46]([O:48][CH2:49][CH3:50])=[O:47])=[CH:6][CH:5]=1)[CH2:2][CH3:3]. Procedure: A solution of (cis- and trans-) ethyl 5-(1-propenyl)-1-[2'-(1-triphenylmethyltetrazol-5-yl)biphenyl-4-yl-methyl]pyrrole-2-carboxylate (350 mg, 0.53 mmol) in benzene (35 ml) containing 5% Pd/C (35 mg) in a Paar bottle was placed on a Pear apparatus under 40 psi H2 and shaken for about 4 hours at room temperature. The mixture was suction filtered through Celite and concentrated to leave 350 mg of a white solid. Reagents/catalysts: [Pd] (Pd/C). Reactants: C(=CC)C1=CC=C(N1CC1=CC=C(C=C1)C1=C(C=CC=C1)C1=NN=NN1C(C1=CC=CC=C1)(C1=CC=CC=C1)C1=CC=CC=C1)C(=O)OCC (ethyl 5-(1-propenyl)-1-[2'-(1-triphenylmethyltetrazol-5-yl)biphenyl-4-yl-methyl]pyrrole-2-carboxylate). Reaction conditions: time 4 hour. The reactants are N1C(=NC2=C1C=CC=C2)CN(C2CCCC=1C=CC=NC21)CC2=CC=C(C=O)C=C2 (4-{[(1H-Benzimidazol-2-ylmethyl)-(5,6,7,8-tetrahydro-quinolin-8-yl)-amino]-methyl}-benzaldehyde), N1CCOCC1 (morpholine), C(#N)[BH3-].[Na+] (sodium cyanoborohydride). The solvent is CO (MeOH). Reaction conditions: time 24 hour. Product: N1C(=NC2=C1C=CC=C2)CN(C2CCCC=1C=CC=NC21)CC2=CC=C(C=C2)CN2CCOCC2 ((1H-Benzimidazol-2-ylmethyl)-(4-morpholin-4-ylmethyl-benzyl)-(5,6,7,8-tetrahydro-quinolin-8-yl)-amine). Yield: 6.8%. RXN SMILES: [NH:1]1[C:5]2[CH:6]=[CH:7][CH:8]=[CH:9][C:4]=2[N:3]=[C:2]1[CH2:10][N:11]([CH2:22][C:23]1[CH:30]=[CH:29][C:26]([CH:27]=O)=[CH:25][CH:24]=1)[CH:12]1[C:21]2[N:20]=[CH:19][CH:18]=[CH:17][C:16]=2[CH2:15][CH2:14][CH2:13]1.[NH:31]1[CH2:36][CH2:35][O:34][CH2:33][CH2:32]1.C([BH3-])#N.[Na+]>CO>[NH:1]1[C:5]2[CH:6]=[CH:7][CH:8]=[CH:9][C:4]=2[N:3]=[C:2]1[CH2:10][N:11]([CH2:22][C:23]1[CH:30]=[CH:29][C:26]([CH2:27][N:31]2[CH2:36][CH2:35][O:34][CH2:33][CH2:32]2)=[CH:25][CH:24]=1)[CH:12]1[C:21]2[N:20]=[CH:19][CH:18]=[CH:17][C:16]=2[CH2:15][CH2:14][CH2:13]1 |f:2.3|. Reported procedure: Using General Procedure A: To a stirred solution of 4-{[(1H-Benzimidazol-2-ylmethyl)-(5,6,7,8-tetrahydro-quinolin-8-yl)-amino]-methyl}-benzaldehyde (0.285 g, 0.72 mmol) in dry MeOH (5 mL) was added morpholine (0.068 mL, 0.78 mmol) and sodium cyanoborohydride (0.107 g, 1.7 mmol) and the mixture stirred at room temperature for 24 h. Purification of the crude product by radial chromatography on a 2 mm TLC grade silica gel plate (CH2Cl2/MeOH/NH4OH, 100:1:1) afforded the desired product (23 mg, 7%) a... As a reaction SMILES: [Al+3:18].[Al+3:24].[Br:1][c:2]1[c:3]([CH:7]([OH:8])[c:9]2[cH:10][cH:11][c:12]([CH2:15][CH3:16])[cH:13][cH:14]2)[s:4][cH:5][cH:6]1.[CH3:27][CH2:28][O:29][CH2:30][CH3:31].[Cl-:23].[Cl-:25].[Cl-:26].[H-:17].[H-:20].[H-:21].[H-:22].[Li+:19]>>[Br:1][c:2]1[c:3]([CH2:7][c:9]2[cH:10][cH:11][c:12]([CH2:15][CH3:16])[cH:13][cH:14]2)[s:4][cH:5][cH:6]1. Product: CCc1ccc(Cc2sccc2Br)cc1. The reactants are [Al+3], [Al+3], CCc1ccc(C(O)c2sccc2Br)cc1, CCOCC, [Cl-], [Cl-], [Cl-], [H-], [H-], [H-], [H-], [Li+].